The task is: describe an organic reaction: reactants, conditions, products, and yield. This data is from the Open Reaction Database (ORD), a public repository of structured organic reaction records. The product is CCOC(=O)C=Cc1oc2cccc(O)c2c1C. As a reaction SMILES: [C:12]([CH:13]=[CH2:14])(=[O:15])[O:16][CH2:17][CH3:18].[CH3:19][C:20](=[O:21])[OH:22].[O:23]1[CH2:24][CH2:25][O:26][CH2:27][CH2:28]1.[OH:1][c:2]1[cH:3][cH:4][cH:5][c:6]2[c:7]1[c:8]([CH3:11])[cH:9][o:10]2>>[OH:1][c:2]1[cH:3][cH:4][cH:5][c:6]2[c:7]1[c:8]([CH3:11])[c:9]([CH:14]=[CH:13][C:12](=[O:15])[O:16][CH2:17][CH3:18])[o:10]2. Reactants: C=CC(=O)OCC, CC(=O)O, C1COCCO1, Cc1coc2cccc(O)c12. The reactants are [N+](=O)([O-])C1=CC=C(COC(=O)C2=C(CS[C@H]3N2C([C@H]3NC(COC3=CC=CC=C3)=O)=O)O)C=C1 (7β-phenoxyacetamido-3-hydroxy-3-cephem-4-carboxylic acid p-nitrobenzyl ester), C([O-])(O)=O.[K+] (potassium bicarbonate), S(=O)(=O)(OC)OC (dimethyl sulphate). Reagents/catalysts: [Br-].C(CCC)[N+](CCCC)(CCCC)CCCC (tetrabutylammonium bromide). Run in O (water), C(Cl)(Cl)(Cl)Cl (carbon tetrachloride), O (water). Run at time 4 hour. The product is [N+](=O)([O-])C1=CC=C(COC(=O)C2=C(CS[C@H]3N2C([C@H]3NC(COC3=CC=CC=C3)=O)=O)OC)C=C1 (7β-Phenoxyacetamido-3-methoxy-3-cephem-4-carboxylic acid p-nitrobenzyl ester). RXN SMILES: [N+:1]([C:4]1[CH:34]=[CH:33][C:7]([CH2:8][O:9][C:10]([C:12]2[N:17]3[C:18](=[O:31])[C@@H:19]([NH:20][C:21](=[O:30])[CH2:22][O:23][C:24]4[CH:29]=[CH:28][CH:27]=[CH:26][CH:25]=4)[C@H:16]3[S:15][CH2:14][C:13]=2[OH:32])=[O:11])=[CH:6][CH:5]=1)([O-:3])=[O:2].[C:35](=O)(O)[O-].[K+].S(OC)(OC)(=O)=O>C(Cl)(Cl)(Cl)Cl.O.[Br-].C([N+](CCCC)(CCCC)CCCC)CCC>[N+:1]([C:4]1[CH:5]=[CH:6][C:7]([CH2:8][O:9][C:10]([C:12]2[N:17]3[C:18](=[O:31])[C@@H:19]([NH:20][C:21](=[O:30])[CH2:22][O:23][C:24]4[CH:29]=[CH:28][CH:27]=[CH:26][CH:25]=4)[C@H:16]3[S:15][CH2:14][C:13]=2[O:32][CH3:35])=[O:11])=[CH:33][CH:34]=1)([O-:3])=[O:2] |f:1.2,6.7|. Reported procedure: (ai) A suspension of 4.85 g of 7β-phenoxyacetamido-3-hydroxy-3-cephem-4-carboxylic acid p-nitrobenzyl ester in 25 ml of carbon tetrachloride and 27 ml of water is treated, at 20°, whilst stirring vigorously, successively with 3.0 g of potassium bicarbonate, 3.8 ml of dimethyl sulphate and 1.93 g of tetrabutylammonium bromide. The mixture is stirred vigorously for 4 hours at 20°. After diluting with 50 ml of water, the mixture is extracted with twice 50 ml of methylene chloride. 7β-Phenoxyacetami... The reactants are BrCCC(C(=O)OC)CC(=CCC=1C(=C2C(OCC2=C(C1OC)C)=O)O[Si](C)(C)C(C)(C)C)C (Methyl 2-(2-bromoethyl)-6-(4-t-butyldimethylsiloxy-1,3-dihydro-6-methoxy-7-methyl-3-oxoisobenzofuran -5-yl)-4-methyl-hex-4-enoate), [Li+].CC(C)[N-]C(C)C (LDA), C(C)(C)NC(C)C (diisopropyl amine), C(CCC)[Li] (n-butyllithium). Run in C1CCOC1 (THF), C1CCOC1 (THF). Conditions: temperature -70 celsius, time 50 minute. Yields the product C(C)(C)[N-]C(C)C.[Li+] (lithium diisopropyl amide), COC(=O)C1(CC1)CC(=CCC=1C(=C2C(OCC2=C(C1OC)C)=O)O[Si](C)(C)C(C)(C)C)C (1-[4-(4-t-butyldimethylsiloxy-1,3-dihydro-6-methoxy-7-methyl-3-oxoisobenzofuran -5-yl)-2-methyl-but-2-enyl] cyclopropane carboxylic acid methyl ester). As a reaction SMILES: [CH:1]([NH:4][CH:5]([CH3:7])[CH3:6])([CH3:3])[CH3:2].C([Li:12])CCC.Br[CH2:14][CH2:15][CH:16]([CH2:21][C:22]([CH3:46])=[CH:23][CH2:24][C:25]1[C:26]([O:38][Si:39]([C:42]([CH3:45])([CH3:44])[CH3:43])([CH3:41])[CH3:40])=[C:27]2[C:31](=[C:32]([CH3:36])[C:33]=1[O:34][CH3:35])[CH2:30][O:29][C:28]2=[O:37])[C:17]([O:19][CH3:20])=[O:18].[Li+].CC([N-]C(C)C)C>C1COCC1>[CH:1]([N-:4][CH:5]([CH3:7])[CH3:6])([CH3:3])[CH3:2].[Li+:12].[CH3:20][O:19][C:17]([C:16]1([CH2:21][C:22]([CH3:46])=[CH:23][CH2:24][C:25]2[C:26]([O:38][Si:39]([C:42]([CH3:45])([CH3:43])[CH3:44])([CH3:41])[CH3:40])=[C:27]3[C:31](=[C:32]([CH3:36])[C:33]=2[O:34][CH3:35])[CH2:30][O:29][C:28]3=[O:37])[CH2:14][CH2:15]1)=[O:18] |f:3.4,6.7|. Procedure: A solution of lithium diisopropyl amide was prepared from diisopropyl amine (2.24 ml) and n-butyllithium (6.4 ml, 2.5N) in THF (60 ml) and cooled to -70° C. Methyl 2-(2-bromoethyl)-6-(4-t-butyldimethylsiloxy-1,3-dihydro-6-methoxy-7-methyl-3-oxoisobenzofuran -5-yl)-4-methyl-hex-4-enoate (2.66 g) in THF (12 ml was added to the LDA solution over 2 min. The reaction mixture was stirred for 50 min at -65° C. to -50° C. and quenched in water. Extraction with ethyl acetate and flash chromatography (sil... Reactants: Cl (hydrochloric acid), FC1=C(C=CC(=C1NC1=NC=CC=C1C1=C2N=CN(C2=NC=N1)C1OCCCC1)F)NS(=O)(=O)C=1C=C2C=CN(C2=CC1)C (N-(2,4-difluoro-3-(3-(9-(tetrahydro-2H-pyran-2-yl)-9H-purin-6-yl)pyridin-2-ylamino)phenyl)-1-methyl-1H-indole-5-sulfonamide). Run at time 2 hour. Yields the product N1=CN=C2NC=NC2=C1C=1C(=NC=CC1)NC=1C(=C(C=CC1F)NS(=O)(=O)C=1C=C2C=CN(C2=CC1)C)F (N-(3-(3-(9H-purin-6-yl)pyridin-2-ylamino)-2,4-difluorophenyl)-1-methyl-1H-indole-5-sulfonamide). As a reaction SMILES: Cl.[F:2][C:3]1[C:8]([NH:9][C:10]2[C:15]([C:16]3[N:24]=[CH:23][N:22]=[C:21]4[C:17]=3[N:18]=[CH:19][N:20]4C3CCCCO3)=[CH:14][CH:13]=[CH:12][N:11]=2)=[C:7]([F:31])[CH:6]=[CH:5][C:4]=1[NH:32][S:33]([C:36]1[CH:37]=[C:38]2[C:42](=[CH:43][CH:44]=1)[N:41]([CH3:45])[CH:40]=[CH:39]2)(=[O:35])=[O:34]>>[N:24]1[C:16]([C:15]2[C:10]([NH:9][C:8]3[C:3]([F:2])=[C:4]([NH:32][S:33]([C:36]4[CH:37]=[C:38]5[C:42](=[CH:43][CH:44]=4)[N:41]([CH3:45])[CH:40]=[CH:39]5)(=[O:34])=[O:35])[CH:5]=[CH:6][C:7]=3[F:31])=[N:11][CH:12]=[CH:13][CH:14]=2)=[C:17]2[C:21]([NH:20][CH:19]=[N:18]2)=[N:22][CH:23]=1. Reported procedure: 1M aqueous hydrochloric acid solution was added into the N-(2,4-difluoro-3-(3-(9-(tetrahydro-2H-pyran-2-yl)-9H-purin-6-yl)pyridin-2-ylamino)phenyl)-1-methyl-1H-indole-5-sulfonamide (20 mg, 0.033 mmol) prepared at Step 10 and stirred for 2 hours. After the reaction, the reactant was washed with an aqueous solution of sodium hydrogen carbonate and salt water. After extraction with ethylacetate, the organic layer was dried with sulfuric anhydride magnesium and vacuum concentrated, and then refined ... Reactants: CN1N=C(C=C1C(=O)OCC)C (ethyl 2,5-dimethyl-2H-pyrazole-3-carboxylate), C(CC1=CC=CC=C1)N (phenethylamine), trihydrate, Cl (HCl). The reagents and catalysts are [Rh](Cl)(Cl)Cl (rhodium(III) trichloride). The solvent is C(C)(=O)OCC.O (ethyl acetate water). Reaction conditions: time 21 hour. Product: C(CC1=CC=CC=C1)NC(=O)C=1N(N=C(C1)C)C (2,5-dimethyl-2H-pyrazole-3-carboxylic acid phenethyl-amide). RXN SMILES: [CH3:1][N:2]1[C:6]([C:7]([O:9]CC)=O)=[CH:5][C:4]([CH3:12])=[N:3]1.Cl.[CH2:14]([NH2:22])[CH2:15][C:16]1[CH:21]=[CH:20][CH:19]=[CH:18][CH:17]=1>C(OCC)(=O)C.O.[Rh](Cl)(Cl)Cl>[CH2:14]([NH:22][C:7]([C:6]1[N:2]([CH3:1])[N:3]=[C:4]([CH3:12])[CH:5]=1)=[O:9])[CH2:15][C:16]1[CH:21]=[CH:20][CH:19]=[CH:18][CH:17]=1 |f:3.4|. Procedure: A solution of 1.68 g of ethyl 2,5-dimethyl-2H-pyrazole-3-carboxylate in 3.8 ml of phenethylamine was treated with 0.10 g of rhodium(III) trichloride.trihydrate and heated to 140° C. while stirring for 21 h. Subsequently, the mixture was taken up in ethyl acetate/water, adjusted to pH 2-3 with 2N HCl and extracted three times with ethyl acetate. The combined organic phases were washed neutral with sat. aqueous sodium chloride solution, dried over sodium sulfate and evaporated. Chromatographic pur...